From a dataset of the Open Reaction Database (ORD), a public repository of structured organic reaction records. describe an organic reaction: reactants, conditions, products, and yield The reactants are O=C(O)c1cc(F)cnc1Cl, Cl, COC(=O)c1ccc(C(C)N)cc1. Yields the product COC(=O)c1ccc(C(C)NC(=O)c2cc(F)cnc2Cl)cc1. RXN SMILES: [Cl:1][c:2]1[c:3]([C:4](=[O:5])[OH:6])[cH:7][c:8]([F:11])[cH:9][n:10]1.[ClH:12].[NH2:13][CH:14]([CH3:15])[c:16]1[cH:17][cH:18][c:19]([C:20](=[O:21])[O:22][CH3:23])[cH:24][cH:25]1>>[Cl:1][c:2]1[c:3]([C:4](=[O:6])[NH:13][CH:14]([CH3:15])[c:16]2[cH:17][cH:18][c:19]([C:20](=[O:21])[O:22][CH3:23])[cH:24][cH:25]2)[cH:7][c:8]([F:11])[cH:9][n:10]1. Starting materials: C(C)OP(=O)(OCC)CC1=CC(=C(C=C1)NC1=NC=C(C(=N1)NC=1C=CC(=C2CN(C(C12)=O)C)[C@H]1CC[C@H](CC1)C(=O)OCC)C(F)(F)F)OC (Ethyl cis-4-(7-{[2-({4-[(diethoxyphosphoryl)methyl]-2-methoxyphenyl}amino)-5-(trifluoromethyl)pyrimidin-4-yl]amino}-2-methyl-1-oxo-2,3-dihydro-1H-isoindol-4-yl)cyclohexanecarboxylate), C1CCOC1 (THF), CO (MeOH), O.[OH-].[Li+] (Lithium hydroxide, monohydrate), O (H2O). Reaction conditions: time 30 hour. Yields the product C(C)OP(=O)(OCC)CC1=CC(=C(C=C1)NC1=NC=C(C(=N1)NC=1C=CC(=C2CN(C(C12)=O)C)[C@H]1CC[C@H](CC1)C(=O)O)C(F)(F)F)OC (Cis-4-(7-{[2-({4-[(diethoxyphosphoryl)methyl]-2-methoxyphenyl}amino)-5-(trifluoromethyl)pyrimidin-4-yl]amino}-2-methyl-1-oxo-2,3-dihydro-1H-isoindol-4-yl)cyclohexanecarboxylic acid). The yield is 6.5%. As a reaction SMILES: [CH2:1]([O:3][P:4]([CH2:9][C:10]1[CH:15]=[CH:14][C:13]([NH:16][C:17]2[N:22]=[C:21]([NH:23][C:24]3[CH:25]=[CH:26][C:27]([C@@H:35]4[CH2:40][CH2:39][C@H:38]([C:41]([O:43]CC)=[O:42])[CH2:37][CH2:36]4)=[C:28]4[C:32]=3[C:31](=[O:33])[N:30]([CH3:34])[CH2:29]4)[C:20]([C:46]([F:49])([F:48])[F:47])=[CH:19][N:18]=2)=[C:12]([O:50][CH3:51])[CH:11]=1)([O:6][CH2:7][CH3:8])=[O:5])[CH3:2].C1COCC1.CO.O.[OH-].[Li+].O>>[CH2:7]([O:6][P:4]([CH2:9][C:10]1[CH:15]=[CH:14][C:13]([NH:16][C:17]2[N:22]=[C:21]([NH:23][C:24]3[CH:25]=[CH:26][C:27]([C@@H:35]4[CH2:40][CH2:39][C@H:38]([C:41]([OH:43])=[O:42])[CH2:37][CH2:36]4)=[C:28]4[C:32]=3[C:31](=[O:33])[N:30]([CH3:34])[CH2:29]4)[C:20]([C:46]([F:47])([F:49])[F:48])=[CH:19][N:18]=2)=[C:12]([O:50][CH3:51])[CH:11]=1)([O:3][CH2:1][CH3:2])=[O:5])[CH3:8] |f:3.4.5|. Procedure details: Ethyl cis-4-(7-{[2-({4-[(diethoxyphosphoryl)methyl]-2-methoxyphenyl}amino)-5-(trifluoromethyl)pyrimidin-4-yl]amino}-2-methyl-1-oxo-2,3-dihydro-1H-isoindol-4-yl)cyclohexanecarboxylate (Example 87, 64.0 mg, 0.087 mmol) was taken up in THF (0.50 mL, 6.2 mmol) and MeOH (0.50 mL, 12 mmol). This was treated with a solution of Lithium hydroxide, monohydrate (18.3 mg, 0.44 mmol) in H2O (0.50 mL, 28 mmol) and allowed to stir at rt for 30 hours, during which, the reaction mixture transformed from a thick ... Starting materials: [S-]C#N.[K+] (potassium thiocyanate), C1=C(C=CC2=CC=CC=C12)C(=O)O (2-naphthyl carboxylic acid), S(=O)(Cl)Cl (thionyl chloride). The reagents and catalysts are CN(C)C=O (N,N'-dimethylformamide). Solvent: CC(=O)C (acetone), O1CCCC1 (tetrahydrofuran). Yields the product C1=C(C=CC2=CC=CC=C12)C(=O)N=C=S (naphthalene-2-carbonyl isothiocyanate). Isolated yield 84.1%. Reaction SMILES: [CH:1]1[C:10]2[C:5](=[CH:6][CH:7]=[CH:8][CH:9]=2)[CH:4]=[CH:3][C:2]=1[C:11]([OH:13])=O.S(Cl)(Cl)=O.[S-:18][C:19]#[N:20].[K+]>CN(C=O)C.O1CCCC1.CC(C)=O>[CH:1]1[C:10]2[C:5](=[CH:6][CH:7]=[CH:8][CH:9]=2)[CH:4]=[CH:3][C:2]=1[C:11]([N:20]=[C:19]=[S:18])=[O:13] |f:2.3|. Procedure: To a mixture of 2-naphthyl carboxylic acid (5.0 g, 29.0 mmol) and 2 drops of N,N'-dimethylformamide in dry tetrahydrofuran (50 ml) was added dropwise thionyl chloride (6.3 ml, 87 mmol) and the resulting reaction mixture was stirred at reflux temperature for 3 h. The volatiles were evaporated in vacuo and the solid residue was redissolved in dry tetrahydrofuran (30 ml) and added dropwise to a solution of potassium thiocyanate (2.9 g, 30 mmol) in acetone (40 ml). The reaction mixture was stirred a... The reactants are CN(C)C=O, ClCCl, O=C(O)c1cccc(-c2nc(NC(=O)C3(c4ccc5c(c4)OC(F)(F)O5)CC3)cc3ccccc23)c1, O=S(Cl)Cl. Yields the product O=C(Cl)c1cccc(-c2nc(NC(=O)C3(c4ccc5c(c4)OC(F)(F)O5)CC3)cc3ccccc23)c1. RXN SMILES: [CH:41]([N:42]([CH3:43])[CH3:44])=[O:45].[Cl:46][CH2:47][Cl:48].[F:1][C:2]1([F:36])[O:3][c:4]2[c:5]([cH:7][cH:8][c:9]([C:11]3([C:14](=[O:15])[NH:16][c:17]4[n:18][c:19](-[c:27]5[cH:28][c:29]([C:30](=[O:31])[OH:32])[cH:33][cH:34][cH:35]5)[c:20]5[cH:21][cH:22][cH:23][cH:24][c:25]5[cH:26]4)[CH2:12][CH2:13]3)[cH:10]2)[O:6]1.[S:37]([Cl:38])([Cl:39])=[O:40]>>[F:1][C:2]1([F:36])[O:3][c:4]2[c:5]([cH:7][cH:8][c:9]([C:11]3([C:14](=[O:15])[NH:16][c:17]4[n:18][c:19](-[c:27]5[cH:28][c:29]([C:30](=[O:31])[Cl:39])[cH:33][cH:34][cH:35]5)[c:20]5[cH:21][cH:22][cH:23][cH:24][c:25]5[cH:26]4)[CH2:12][CH2:13]3)[cH:10]2)[O:6]1. The reactants are CC(=O)[O-], CC(=O)O, O=Cc1ccc(Cl)c([N+](=O)[O-])c1, C[N+](=O)[O-], [NH4+]. Yields the product O=[N+]([O-])C=Cc1ccc(Cl)c([N+](=O)[O-])c1. Reaction SMILES: [CH3:14][C:15](=[O:16])[O-:17].[CH3:22][C:23](=[O:24])[OH:25].[Cl:1][c:2]1[c:3]([N+:10](=[O:11])[O-:12])[cH:4][c:5]([CH:6]=[O:7])[cH:8][cH:9]1.[N+:18](=[O:19])([O-:20])[CH3:21].[NH4+:13]>>[Cl:1][c:2]1[c:3]([N+:10](=[O:11])[O-:12])[cH:4][c:5]([CH:6]=[CH:21][N+:18](=[O:19])[O-:20])[cH:8][cH:9]1. Reaction conditions: time 16 hour. Reported procedure: A mixture containing 5.0 grams of 1-(2-chlorobenzoyl)-3-[3-chloro-4-(4-chloro-1-naphthoxy)-2,5-dimethylphenyl]-S-methylisothiourea prepared in Part A, 25 milliliters of tetrahydrofuran, 10 milliliters of ethanol and 50 milliliters of a 40% aqueous dimethylamine solution was refluxed in a nitrogen atmosphere for 5 hours. An additional 25 milliliters of 40% aqueous dimethylamine solution was added and reflux was continued for an additional 16 hours. After cooling to room temperature, the mixture w... Yields the product ClC1=C(C(=O)N=C(N(C)C)NC2=C(C(=C(C(=C2)C)OC2=CC=C(C3=CC=CC=C23)Cl)Cl)C)C=CC=C1 (2-(2-chlorobenzoyl)-3-[3-chloro-4-(4-chloro-1-naphthoxy)-2,5-dimethylphenyl]-1, 1-dimethylguanidine). Reaction SMILES: [Cl:1][C:2]1[CH:35]=[CH:34][CH:33]=[CH:32][C:3]=1[C:4]([NH:6][C:7](=[N:10][C:11]1[CH:16]=[C:15]([CH3:17])[C:14]([O:18][C:19]2[C:28]3[C:23](=[CH:24][CH:25]=[CH:26][CH:27]=3)[C:22]([Cl:29])=[CH:21][CH:20]=2)=[C:13]([Cl:30])[C:12]=1[CH3:31])SC)=[O:5].O1CCCC1.C(O)C.[CH3:44][NH:45][CH3:46]>O>[Cl:1][C:2]1[CH:35]=[CH:34][CH:33]=[CH:32][C:3]=1[C:4]([N:6]=[C:7]([NH:10][C:11]1[CH:16]=[C:15]([CH3:17])[C:14]([O:18][C:19]2[C:28]3[C:23](=[CH:24][CH:25]=[CH:26][CH:27]=3)[C:22]([Cl:29])=[CH:21][CH:20]=2)=[C:13]([Cl:30])[C:12]=1[CH3:31])[N:45]([CH3:46])[CH3:44])=[O:5]. Reactants: O1CCCC1 (tetrahydrofuran), C(C)O (ethanol), CNC (dimethylamine), ClC1=C(C(=O)NC(SC)=NC2=C(C(=C(C(=C2)C)OC2=CC=C(C3=CC=CC=C23)Cl)Cl)C)C=CC=C1 (1-(2-chlorobenzoyl)-3-[3-chloro-4-(4-chloro-1-naphthoxy)-2,5-dimethylphenyl]-S-methylisothiourea), CNC (dimethylamine). The solvent is O (water). Reactants: [Si](C)(C)(C(C)(C)C)O[C@@H]1C=2C(=C(C(=NC2CC(C1)(C)C)C(C)C)[C@H](O)C=1C=NC(=CC1)C(F)(F)F)I ((R)—((S)-5-(tert-butyldimethylsilyloxy)-4-iodo-2-isopropyl-7,7-dimethyl-5,6,7,8-tetrahydroquinolin-3-yl)(6-(trifluoromethyl)pyridin-3-yl)methanol), O1CCC(=CC1)B1OC(C(O1)(C)C)(C)C (2-(3,6-dihydro-2H-pyran-4-yl)-4,4,5,5-tetramethyl-1,3,2-dioxaborolane). Yields the product [Si](C)(C)(C(C)(C)C)O[C@@H]1C=2C(=C(C(=NC2CC(C1)(C)C)C(C)C)[C@H](O)C=1C=NC(=CC1)C(F)(F)F)C=1CCOCC1 ((R)—((S)-5-(tert-butyldimethylsilyloxy)-4-(3,6-dihydro-2H-pyran-4-yl)-2-isopropyl-7,7-dimethyl-5,6,7,8-tetrahydroquinolin-3-yl)(6-(trifluoromethyl)pyridin-3-yl)methanol). RXN SMILES: [Si:1]([O:8][C@H:9]1[CH2:18][C:17]([CH3:20])([CH3:19])[CH2:16][C:15]2[N:14]=[C:13]([CH:21]([CH3:23])[CH3:22])[C:12]([C@@H:24]([C:26]3[CH:27]=[N:28][C:29]([C:32]([F:35])([F:34])[F:33])=[CH:30][CH:31]=3)[OH:25])=[C:11](I)[C:10]1=2)([C:4]([CH3:7])([CH3:6])[CH3:5])([CH3:3])[CH3:2].[O:37]1[CH2:42][CH:41]=[C:40](B2OC(C)(C)C(C)(C)O2)[CH2:39][CH2:38]1>>[Si:1]([O:8][C@H:9]1[CH2:18][C:17]([CH3:20])([CH3:19])[CH2:16][C:15]2[N:14]=[C:13]([CH:21]([CH3:23])[CH3:22])[C:12]([C@@H:24]([C:26]3[CH:27]=[N:28][C:29]([C:32]([F:35])([F:34])[F:33])=[CH:30][CH:31]=3)[OH:25])=[C:11]([C:40]3[CH2:41][CH2:42][O:37][CH2:38][CH:39]=3)[C:10]1=2)([C:4]([CH3:7])([CH3:6])[CH3:5])([CH3:3])[CH3:2]. Procedure details: Obtained by starting from (R)—((S)-5-(tert-butyldimethylsilyloxy)-4-iodo-2-isopropyl-7,7-dimethyl-5,6,7,8-tetrahydroquinolin-3-yl)(6-(trifluoromethyl)pyridin-3-yl)methanol and 2-(3,6-dihydro-2H-pyran-4-yl)-4,4,5,5-tetramethyl-1,3,2-dioxaborolane. The reactants are BrCC1CCCC1, COC(=O)C1CCC(Cn2c(-c3ccc(Cl)cc3O)nc3cc(F)c(F)cc32)CC1. Product: COC(=O)C1CCC(Cn2c(-c3ccc(Cl)cc3OCC3CCCC3)nc3cc(F)c(F)cc32)CC1. Reaction SMILES: [Br:31][CH2:32][CH:33]1[CH2:34][CH2:35][CH2:36][CH2:37]1.[CH3:1][O:2][C:3](=[O:4])[CH:5]1[CH2:6][CH2:7][CH:8]([CH2:11][n:12]2[c:13](-[c:23]3[c:24]([OH:30])[cH:25][c:26]([Cl:29])[cH:27][cH:28]3)[n:14][c:15]3[c:16]2[cH:17][c:18]([F:22])[c:19]([F:21])[cH:20]3)[CH2:9][CH2:10]1>>[CH3:1][O:2][C:3](=[O:4])[CH:5]1[CH2:6][CH2:7][CH:8]([CH2:11][n:12]2[c:13](-[c:23]3[c:24]([O:30][CH2:32][CH:33]4[CH2:34][CH2:35][CH2:36][CH2:37]4)[cH:25][c:26]([Cl:29])[cH:27][cH:28]3)[n:14][c:15]3[c:16]2[cH:17][c:18]([F:22])[c:19]([F:21])[cH:20]3)[CH2:9][CH2:10]1.